The task is: describe an organic reaction: reactants, conditions, products, and yield. This data is from the Open Reaction Database (ORD), a public repository of structured organic reaction records. Starting materials: C(C)(C)(C)OC(NCCCO)=O (t-butyl-N-(3-hydroxypropyl)-carbamate), C1(=CC=CC=C1)P(C1=CC=CC=C1)C1=CC=CC=C1 (triphenylphosphine), C1=CC=C(C=C1)P(C2=CC=CC=C2)C3=CC=CC=C3 (PPh3), OC1=C(C(=CC=C1)OC)C1=CC(=NN1)NC=1N=CC(=NC1)C#N (5-(5-(2-hydroxy-6-methoxy-phenyl)-1H-pyrazol-3-ylamino)-pyrazine-2-carbonitrile), C(N)([O-])=O (carbamate), CC(C)OC(=O)/N=N/C(=O)OC(C)C (diisopropylazodicarboxylate), CC(C)OC(=O)/N=N/C(=O)OC(C)C (DIAD). The solvent is C1CCOC1 (THF), C1CCOC1 (THF), C1CCOC1 (THF), C1CCOC1 (THF). Run at temperature 0 celsius, time 3.5 minute. Product: C(#N)C=1N=CC(=NC1)NC1=NNC(=C1)C1=C(OCCCNC(OC(C)(C)C)=O)C=CC=C1OC (tert-Butyl 3-(2-(3-(5-cyanopyrazin-2-ylamino)-1H-pyrazol-5-yl)-3-methoxyphenoxy)propylcarbamate). Isolated yield 44.2%. RXN SMILES: O[C:2]1[CH:7]=[CH:6][CH:5]=[C:4]([O:8][CH3:9])[C:3]=1[C:10]1[NH:14][N:13]=[C:12]([NH:15][C:16]2[N:17]=[CH:18][C:19]([C:22]#[N:23])=[N:20][CH:21]=2)[CH:11]=1.C1(P(C2C=CC=CC=2)C2C=CC=CC=2)C=CC=CC=1.CC(OC(/N=N/C(OC(C)C)=O)=O)C.[C:57]([O:61][C:62](=[O:68])[NH:63][CH2:64][CH2:65][CH2:66][OH:67])([CH3:60])([CH3:59])[CH3:58].C(=O)([O-])N>C1COCC1>[C:22]([C:19]1[N:20]=[CH:21][C:16]([NH:15][C:12]2[CH:11]=[C:10]([C:3]3[C:4]([O:8][CH3:9])=[CH:5][CH:6]=[CH:7][C:2]=3[O:67][CH2:66][CH2:65][CH2:64][NH:63][C:62](=[O:68])[O:61][C:57]([CH3:60])([CH3:58])[CH3:59])[NH:14][N:13]=2)=[N:17][CH:18]=1)#[N:23]. Procedure: A 5 L flange-neck round-bottom flask equipped with an air stirrer rod and paddle, thermometer, pressure-equalizing dropping funnel, and nitrogen bubbler is charged with 5-(5-(2-hydroxy-6-methoxy-phenyl)-1H-pyrazol-3-ylamino)-pyrazine-2-carbonitrile (47.0 g, 152 mmol) and anhydrous THF (1.2 L). The stirred suspension, under nitrogen, is cooled to 0° C. A separate 2 L 3-necked round-bottom flask equipped with a large magnetic stirring bar, thermometer, and nitrogen bubbler is charged with tripheny... The reactants are C(C)(C)(C)NC(=S)N[C@H](C(C)O)CC1=CC=CC=C1 (N-(tert-butyl)-N′-((1S)-1-benzyl-2-hydroxypropyl)thiourea), Cl (hydrochloric acid). The solvent is O (water). Yields the product C(C1=CC=CC=C1)[C@@H]1N=C(SC1C)N ((4S)-4-benzyl-5-methyl-4,5-dihydro-1,3-thiazol-2-ylamine). Reaction SMILES: C([NH:5][C:6]([NH:8][C@@H:9]([CH2:13][C:14]1[CH:19]=[CH:18][CH:17]=[CH:16][CH:15]=1)[CH:10](O)[CH3:11])=[S:7])(C)(C)C.Cl>O>[CH2:13]([C@H:9]1[CH:10]([CH3:11])[S:7][C:6]([NH2:5])=[N:8]1)[C:14]1[CH:19]=[CH:18][CH:17]=[CH:16][CH:15]=1. Procedure: The process is performed as in Example 3, starting with 0.7 g of diastereoisomer B of N-(tert-butyl)-N′-((1S)-1-benzyl-2-hydroxypropyl)thiourea which is heated to a temperature in the region of 100° C. for 5 hours in 8.3 cm3 of aqueous 6N hydrochloric acid. After concentration of the reaction medium under reduced pressure (5 kPa) at a temperature in the region of 50° C., 50 cm3 of water are added to the residue obtained and the solution is then extracted with 3 times 25 cm3 of dichloromethane. T... Reactants: product, C[C@@H]1N[C@@H](CNC1)C (cis-2,6-dimethyl piperazine), CC(C)([O-])C.[Na+] (sodium tert-butoxide), C1(CCCCC1)P(C1=C(C=CC=C1)C1=C(C=CC=C1)N(C)C)C1CCCCC1 (2-dicyclohexylphosphino-2′-(N,N-dimethylamino)biphenyl), C (charcoal), ClC1=C(N)C=C(C=C1)I (2-Chloro-5-iodoaniline), C(C)(=O)OC(C)=O (acetic anhydride), mono- and di-acylated acetamide. Reagents/catalysts: C=1C=CC(=CC1)/C=C/C(=O)/C=C/C2=CC=CC=C2.C=1C=CC(=CC1)/C=C/C(=O)/C=C/C2=CC=CC=C2.C=1C=CC(=CC1)/C=C/C(=O)/C=C/C2=CC=CC=C2.[Pd].[Pd] (tris(dibenzylideneacetone)dipalladium(0)). Solvent: O1CCOCC1 (1,4-dioxane), C(C)(=O)OCC (ethyl acetate), C(C)(=O)O (acetic acid). Product: C[C@@H]1CN(C[C@@H](N1)C)C=1C=CC(=C(N)C1)Cl (5-(cis-3,5-Dimethyl-1-piperazinyl)-2-chloroaniline). RXN SMILES: [Cl:1][C:2]1[CH:8]=[CH:7][C:6](I)=[CH:5][C:3]=1[NH2:4].C(OC(=O)C)(=O)C.[CH3:17][C@H:18]1[CH2:23][NH:22][CH2:21][C@@H:20]([CH3:24])[NH:19]1.CC(C)([O-])C.[Na+].C1(P(C2CCCCC2)C2C=CC=CC=2C2C=CC=CC=2N(C)C)CCCCC1.C>C(O)(=O)C.O1CCOCC1.C(OCC)(=O)C.C1C=CC(/C=C/C(/C=C/C2C=CC=CC=2)=O)=CC=1.C1C=CC(/C=C/C(/C=C/C2C=CC=CC=2)=O)=CC=1.C1C=CC(/C=C/C(/C=C/C2C=CC=CC=2)=O)=CC=1.[Pd].[Pd]>[CH3:17][C@H:18]1[NH:19][C@@H:20]([CH3:24])[CH2:21][N:22]([C:6]2[CH:7]=[CH:8][C:2]([Cl:1])=[C:3]([CH:5]=2)[NH2:4])[CH2:23]1 |f:3.4,10.11.12.13.14|. Procedure: 2-Chloro-5-iodoaniline (630 mg, 2.49 mmol) was heated at reflux in acetic acid (7 ml) and acetic anhydride (7 ml) for 18 hours. The solution was concentrated in vacuo, azeotroping with toluene. The residue was partitioned between ethyl acetate and saturated aqueous sodium bicarbonate solution. The organic phase separated and washed with saturated aqueous sodium bicarbonate solution, water, brine, dried over anhydrous magnesium sulfate and concentrated in vacuo to afford a mixture of the mono- an... Starting materials: ClC1=NC=C(C(=C1)NC(OC(C)(C)C)=O)I (tert-butyl (2-chloro-5-iodopyridin-4-yl)carbamate), C(CC)I (propyl iodide), C(C)(=O)OCC (ethyl acetate), O (water). Solvent: CN1C(CCC1)=O (N-methylpyrrolidone), [H-].[Na+] (sodium hydride). Run at time 2 hour. The product is ClC1=NC=C(C(=C1)N(C(OC(C)(C)C)=O)CCC)I (tert-butyl (2-chloro-5-iodopyridin-4-yl)(propyl)carbamate). RXN SMILES: [Cl:1][C:2]1[CH:7]=[C:6]([NH:8][C:9](=[O:15])[O:10][C:11]([CH3:14])([CH3:13])[CH3:12])[C:5]([I:16])=[CH:4][N:3]=1.[CH2:17](I)[CH2:18][CH3:19].C(OCC)(=O)C.O>CN1CCCC1=O.[H-].[Na+]>[Cl:1][C:2]1[CH:7]=[C:6]([N:8]([CH2:17][CH2:18][CH3:19])[C:9](=[O:15])[O:10][C:11]([CH3:13])([CH3:12])[CH3:14])[C:5]([I:16])=[CH:4][N:3]=1 |f:5.6|. Procedure details: To a solution of tert-butyl (2-chloro-5-iodopyridin-4-yl)carbamate (S8, 239 mg) and propyl iodide (131 μL) in N-methylpyrrolidone (3 mL), sodium hydride (60% wt, 80 mg) was added under ice cooling, and the mixture was stirred at room temperature for 2 hours, and then stirred at 50° C. for 3 hours. The reaction mixture was cooled to room temperature, and then ethyl acetate and water were added to the reaction mixture. The organic layer was separated, washed with saturated aqueous sodium chloride,... Starting materials: ClC1=CC=C2C=CC(=NC2=C1)C=1OC2=C(C1)C=CC(=C2)OCCCC(=O)OCC (7-chloro-2-[6-[3-(ethoxycarbonyl)-propoxy]benzofuran-2-yl]quinoline), [OH-].[K+] (potassium hydroxide). Solvent: C(C)O (ethanol), O (water). Yields the product ClC1=CC=C2C=CC(=NC2=C1)C=1OC2=C(C1)C=CC(=C2)OCCCC(=O)O (7-chloro-2-[6-(3-carboxypropoxy)benzofuran-2-yl]quinoline). Isolated yield 55.4%. As a reaction SMILES: [Cl:1][C:2]1[CH:11]=[C:10]2[C:5]([CH:6]=[CH:7][C:8]([C:12]3[O:13][C:14]4[CH:20]=[C:19]([O:21][CH2:22][CH2:23][CH2:24][C:25]([O:27]CC)=[O:26])[CH:18]=[CH:17][C:15]=4[CH:16]=3)=[N:9]2)=[CH:4][CH:3]=1.[OH-].[K+]>C(O)C.O>[Cl:1][C:2]1[CH:11]=[C:10]2[C:5]([CH:6]=[CH:7][C:8]([C:12]3[O:13][C:14]4[CH:20]=[C:19]([O:21][CH2:22][CH2:23][CH2:24][C:25]([OH:27])=[O:26])[CH:18]=[CH:17][C:15]=4[CH:16]=3)=[N:9]2)=[CH:4][CH:3]=1 |f:1.2|. Reported procedure: A mixture of 7-chloro-2-[6-[3-(ethoxycarbonyl)-propoxy]benzofuran-2-yl]quinoline (1.26 g) and potassium hydroxide (1.51 g) in a mixture of ethanol (12 ml) and water (6 ml) was stirred under reflux for one hour. After being cooled, the resulting precipitates were collected by filtration, washed with ethanol and added to water. The mixture was adjusted to pH 7 with diluted aqueous hydrochloric acid. The resulting crystals were collected by filtration, washed with water, and recrystallized from a m... Starting materials: C(=O)(C(F)(F)F)O (TFA), C1(=CC=CC2=CC=CC=C12)S(=O)(=O)C1=NNC2=CC=C(C=C12)N (3-(1-naphthylsulfonyl)-1H-indazol-5-amine), C(=O)(OC(C)(C)C)N1CCC(CC1)C(=O)O (1-Boc-piperidine-4-carboxylic acid), Cl.C(C)N=C=N (3-ethylcarbodimide hydrochloride), Cl (HCl). Run in CC#N (CH3CN), CO (methanol), C(Cl)(Cl)Cl (chloroform). Reaction conditions: time 8 hour. The product is Cl.C1(=CC=CC2=CC=CC=C12)S(=O)(=O)C1=NNC2=CC=C(C=C12)NC(=O)C1CCNCC1 (N-[3-(1-Naphthylsulfonyl)-1H-indazol-5-yl]piperidine-4-carboxamide Hydrochloride). Reaction SMILES: [C:1]1([S:11]([C:14]2[C:22]3[C:17](=[CH:18][CH:19]=[C:20]([NH2:23])[CH:21]=3)[NH:16][N:15]=2)(=[O:13])=[O:12])[C:10]2[C:5](=[CH:6][CH:7]=[CH:8][CH:9]=2)[CH:4]=[CH:3][CH:2]=1.C([N:31]1[CH2:36][CH2:35][CH:34]([C:37](O)=[O:38])[CH2:33][CH2:32]1)(OC(C)(C)C)=O.[ClH:40].C(N=C=N)C.C(O)(C(F)(F)F)=O.Cl>CC#N.CO.C(Cl)(Cl)Cl>[ClH:40].[C:1]1([S:11]([C:14]2[C:22]3[C:17](=[CH:18][CH:19]=[C:20]([NH:23][C:37]([CH:34]4[CH2:35][CH2:36][NH:31][CH2:32][CH2:33]4)=[O:38])[CH:21]=3)[NH:16][N:15]=2)(=[O:13])=[O:12])[C:10]2[C:5](=[CH:6][CH:7]=[CH:8][CH:9]=2)[CH:4]=[CH:3][CH:2]=1 |f:2.3,9.10|. Reported procedure: A mixture of 3-(1-naphthylsulfonyl)-1H-indazol-5-amine (300 mg, 0.928 mmol), 1-Boc-piperidine-4-carboxylic acid (276 mg, 1.21 mmol), 1-[3-(dimethylamino)propyl)]-3-ethylcarbodimide hydrochloride (231 mg, 1.21 mmol) in CH3CN was stirred at room temperature overnight and concentrated to dryness to provide a residue. The residue was treated with TFA at room temperature for 2 hours and concentrated to dryness in vacuo. The resultant residue was purified by reverse phase HPLC to give a solid. The sol... Starting materials: [OH-].[Li+] (lithium hydroxide), C(CCCCC)C=1C=C2C=CC=C(C2=CC1)C(=O)OC (methyl 6-hexyl-1-naphthoate). Conditions: temperature 40 celsius, time 24 hour. Product: C(CCCCC)C=1C=C2C=CC=C(C2=CC1)C(=O)O (6-hexyl-1-naphthoic acid). Yield: 97.3%. As a reaction SMILES: [OH-].[Li+].[CH2:3]([C:9]1[CH:10]=[C:11]2[C:16](=[CH:17][CH:18]=1)[C:15]([C:19]([O:21]C)=[O:20])=[CH:14][CH:13]=[CH:12]2)[CH2:4][CH2:5][CH2:6][CH2:7][CH3:8]>>[CH2:3]([C:9]1[CH:10]=[C:11]2[C:16](=[CH:17][CH:18]=1)[C:15]([C:19]([OH:21])=[O:20])=[CH:14][CH:13]=[CH:12]2)[CH2:4][CH2:5][CH2:6][CH2:7][CH3:8] |f:0.1|. Procedure: Aqueous 1 N lithium hydroxide (3.6 mL, 3.6 mmol) was added to a solution of methyl 6-hexyl-1-naphthoate (198 mg, 0.73 mmol) THF (16 mL) in a scintillation vial. The vial was sealed and heated at 40° C. After 24 h, the reaction mixture was allowed to cool and the volatiles were evaporated under a stream of nitrogen. The residue was diluted with water (3 mL), acidified with 1 N aqueous HCl (5 mL) and extracted with EtOAc. (2×50 mL). The combined organic phase was dried (Na2SO4), filtered and conce... Reactants: brominated product, C1(=C(C=CC=C1)C=1C=C(C=CC1)OC1=CC(=CC=C1)C1=C(C=CC=C1)C)C (m-tolylphenyl ether), O(C1=CC=CC=C1)C=1C=C(CBr)C=CC1 (3-phenoxybenzyl bromide), C=1(C(=CC=CC1)C)C (xylene), O (water), N1=CC=CC=C1 (pyridine). Reaction conditions: time 3 hour. The product is [Br-].O(C1=CC=CC=C1)C=1C=C(C[N+]2=CC=CC=C2)C=CC1 (3-phenoxybenzyl pyridinium bromide). As a reaction SMILES: C1(C)C=CC=CC=1[C:7]1[CH:8]=[C:9]([O:13][C:14]2[CH:19]=[CH:18][CH:17]=[C:16]([C:20]3C=CC=CC=3C)[CH:15]=2)[CH:10]=[CH:11][CH:12]=1.O(C1C=C(C=CC=1)C[Br:39])C1C=CC=CC=1.C1(C)C(C)=CC=CC=1.O.[N:52]1[CH:57]=[CH:56][CH:55]=[CH:54][CH:53]=1>>[Br-:39].[O:13]([C:14]1[CH:15]=[C:16]([CH:17]=[CH:18][CH:19]=1)[CH2:20][N+:52]1[CH:57]=[CH:56][CH:55]=[CH:54][CH:53]=1)[C:9]1[CH:8]=[CH:7][CH:12]=[CH:11][CH:10]=1 |f:5.6|. Procedure details: 52.6 g of the brominated product of m-tolylphenyl ether containing 26.3 g of 3-phenoxybenzyl bromide was added to a mixed solution of 100 ml of xylene and 50 ml of water, and then 11.9 g of pyridine was added thereto. The mixture was heated to 70° to 75°C, kept at the same temperature for 3 hours while stirring and then cooled to room temperature (about 20° - 30°C). The lower aqueous layer which separated was removed, washed with a small amount of xylene, evaporated and then dried under a reduce... Isolated yield 85.0%. The reactants are S(O)(O)(=O)=O (sulfuric acid), C1(CCCC1)N1N=C(C(=C1N)C#N)CC (1-cyclopentyl-3-ethyl-4-cyano-5-amino-1H-pyrazole). Procedure: To concentrated sulfuric acid (50 ml) cooled in an ice/sodium chloride bath was added in small portions 1-cyclopentyl-3-ethyl-4-cyano-5-amino-1H-pyrazole. The reaction mixture was warmed to room temperature and stirred for 24 hours. The reaction mixture was slowly added to a solution of concentrated ammonium hydroxide (150 ml) in ice-water (500 ml). A yellow precipitate formed which was collected by filtration, washed with water and dried at 90° C. for 60 hours in high vacuum to afford 3.47 g (8... Product: C1(CCCC1)N1N=C(C(=C1N)C(=O)N)CC (1-cyclopentyl-3-ethyl-5-amino-1H-pyrazole-4-carboxamide). Run in ice water, [OH-].[NH4+] (ammonium hydroxide). Reaction conditions: time 24 hour. Reaction SMILES: S(=O)(=O)(O)[OH:2].[CH:6]1([N:11]2[C:15]([NH2:16])=[C:14]([C:17]#[N:18])[C:13]([CH2:19][CH3:20])=[N:12]2)[CH2:10][CH2:9][CH2:8][CH2:7]1>[OH-].[NH4+]>[CH:6]1([N:11]2[C:15]([NH2:16])=[C:14]([C:17]([NH2:18])=[O:2])[C:13]([CH2:19][CH3:20])=[N:12]2)[CH2:7][CH2:8][CH2:9][CH2:10]1 |f:2.3|.